Dataset: the Open Reaction Database (ORD), a public repository of structured organic reaction records. Task: describe an organic reaction: reactants, conditions, products, and yield Reactants: ClCCl, NS(=O)(=O)c1ccc2c(C(=O)c3ccc(F)cc3)c(O)ccc2c1, O=S(=O)(OS(=O)(=O)C(F)(F)F)C(F)(F)F, [Na+], O=S(=O)([O-])O, c1ccncc1. The product is NS(=O)(=O)c1ccc2c(C(=O)c3ccc(F)cc3)c(OS(=O)(=O)C(F)(F)F)ccc2c1. As a reaction SMILES: [CH2:52]([Cl:53])[Cl:54].[F:22][c:23]1[cH:24][cH:25][c:26]([C:27](=[O:28])[c:29]2[c:30]3[cH:31][cH:32][c:33]([S:40](=[O:41])(=[O:42])[NH2:43])[cH:34][c:35]3[cH:36][cH:37][c:38]2[OH:39])[cH:44][cH:45]1.[F:7][C:8]([S:9](=[O:10])(=[O:11])[O:14][S:15](=[O:16])(=[O:17])[C:18]([F:19])([F:20])[F:21])([F:12])[F:13].[Na+:51].[S:46](=[O:47])(=[O:48])([OH:49])[O-:50].[cH:1]1[cH:2][cH:3][n:4][cH:5][cH:6]1>>[O:14]([S:15](=[O:16])(=[O:17])[C:18]([F:19])([F:20])[F:21])[c:38]1[c:29]([C:27]([c:26]2[cH:25][cH:24][c:23]([F:22])[cH:45][cH:44]2)=[O:28])[c:30]2[cH:31][cH:32][c:33]([S:40](=[O:41])(=[O:42])[NH2:43])[cH:34][c:35]2[cH:36][cH:37]1. Starting materials: C(C)(=O)O (acetic acid), ClC1=CC(=C(C=C1O)NN=CC(C(F)(F)F)=O)F (3,3,3-trifluoro-2-oxopropanal 1-(4-chloro-2-fluoro-5-hydroxyphenylhydrazone)), compound 3-1, N1CCCCC1 (piperidine), CC(C(=O)O)C(=O)O (methylmalonic acid). The solvent is N1=CC=CC=C1 (pyridine). Run at temperature 70 celsius, time 2.5 hour. The product is FC1=C(C=C(C(=C1)Cl)O)N1N=CC(=C(C1=O)C)C(F)(F)F (2-(2-fluoro-4-chloro-5-hydroxyphenyl)-4-methyl-5-trifluoromethylpyridazin-3-one). The yield is 55.0%. As a reaction SMILES: [Cl:1][C:2]1[C:7]([OH:8])=[CH:6][C:5]([NH:9][N:10]=[CH:11][C:12](=O)[C:13]([F:16])([F:15])[F:14])=[C:4]([F:18])[CH:3]=1.N1CCCCC1.[CH3:25][CH:26](C(O)=O)[C:27](O)=[O:28].C(O)(=O)C>N1C=CC=CC=1>[F:18][C:4]1[CH:3]=[C:2]([Cl:1])[C:7]([OH:8])=[CH:6][C:5]=1[N:9]1[C:27](=[O:28])[C:26]([CH3:25])=[C:12]([C:13]([F:16])([F:15])[F:14])[CH:11]=[N:10]1. Procedure details: Under a stream of nitrogen gas, 0.295 g of 3,3,3-trifluoro-2-oxopropanal 1-(4-chloro-2-fluoro-5-hydroxyphenylhydrazone), compound 3-1 was dissolved in 2.0 ml of pyridine. To this solution were added 0.113 ml of piperidine and 0.295 g of methylmalonic acid, and the mixture was heated to 70° C. and stirred for 2.5 hours. Then, 2.0 ml of acetic acid was added, and stirring was further continued at 130° C. for 7 hours. The reaction solution was left cooling to room temperature and concentrated under... The reactants are CC(=O)O, [Na+], [OH-], O, O=C(CCCCl)c1ccc(O)cc1. Product: O=C(c1ccc(O)cc1)C1CC1. Reaction SMILES: [CH3:16][C:17](=[O:18])[OH:19].[Na+:2].[OH-:1].[OH2:20].[OH:3][c:4]1[cH:5][cH:6][c:7]([C:10]([CH2:11][CH2:12][CH2:13][Cl:14])=[O:15])[cH:8][cH:9]1>>[OH:3][c:4]1[cH:5][cH:6][c:7]([C:10]([CH:11]2[CH2:12][CH2:13]2)=[O:15])[cH:8][cH:9]1.